From a dataset of the Open Reaction Database (ORD), a public repository of structured organic reaction records. describe an organic reaction: reactants, conditions, products, and yield Reactants: C(=O)OCC (ethyl formate), ClC1=CC=C(S1)S(=O)(=O)N1C2CC(CC1CCC2)=O (9-(5-chloro-thiophene-2-sulfonyl)-9-aza-bicyclo[3.3.1]nonan-3-one), [O-]CC.[Na+] (sodium ethoxide). The solvent is C1CCOC1.C(C)O (THF ethanol). Conditions: temperature 60 celsius. The product is ClC1=CC=C(S1)S(=O)(=O)N1C2C(C(CC1CCC2)=O)=CO (9-(5-chloro-thiophene-2-sulfonyl)-2-hydroxymethylene-9-aza-bicyclo[3.3.1]nonan-3-one). As a reaction SMILES: [Cl:1][C:2]1[S:6][C:5]([S:7]([N:10]2[CH:15]3[CH2:16][CH2:17][CH2:18][CH:11]2[CH2:12][C:13](=[O:19])[CH2:14]3)(=[O:9])=[O:8])=[CH:4][CH:3]=1.[CH:20](OCC)=[O:21].[O-]CC.[Na+]>C1COCC1.C(O)C>[Cl:1][C:2]1[S:6][C:5]([S:7]([N:10]2[CH:11]3[CH2:18][CH2:17][CH2:16][CH:15]2[C:14](=[CH:20][OH:21])[C:13](=[O:19])[CH2:12]3)(=[O:8])=[O:9])=[CH:4][CH:3]=1 |f:2.3,4.5|. Reported procedure: To a stirring mixture of 9-(5-chloro-thiophene-2-sulfonyl)-9-aza-bicyclo[3.3.1]nonan-3-one (160 mg, 0.50 mmol) in THF/ethanol (3 mL, 1/1, v/v) was added ethyl formate (500 mg, 6.76 mmol) followed by sodium ethoxide (0.56 mL of 21% solution in ethanol). The resulting mixture was heated to 60° C. for 30 minutes after which the solution was cooled to room temperature and quenched by the addition of a saturated aqueous NH4Cl solution (10 mL). The resulting mixture was extracted with EtOAc (2×20 mL) ... Yields the product FC1=CC=C(OCCNC2=NC=NC(=C2)N[C@@H](C)C2=CC=CC=C2)C=C1 (N4-[2-(4-Fluorophenoxy)ethyl]-N6-[(1S)-(1-phenylethyl)]pyrimidine-4,6-diamine). Conditions: temperature 150 celsius. Starting materials: C1(=CC=CC=C1)[C@H](C)NC1=NC=NC(=C1)Cl (4-[(1S)-(1-phenylethyl)amino]-6-chloropyrimidine), FC1=CC=C(OCCN)C=C1 ([2-(4-fluorophenoxy)ethyl]amine), C1(=CC=CC=C1)[C@H](C)NC1=NC=NC(=C1)Cl (4-[(1S)-(1-phenylethyl)amino]-6-chloropyrimidine), ClC1=CC=C(C=C1)C(C)N (1-(4-Chlorophenyl)ethylamine). Isolated yield 54.2%. RXN SMILES: [C:1]1([C@@H:7]([NH:9][C:10]2[CH:15]=[C:14](Cl)[N:13]=[CH:12][N:11]=2)[CH3:8])[CH:6]=[CH:5][CH:4]=[CH:3][CH:2]=1.ClC1C=CC(C(N)C)=CC=1.[F:27][C:28]1[CH:37]=[CH:36][C:31]([O:32][CH2:33][CH2:34][NH2:35])=[CH:30][CH:29]=1>C(Cl)Cl>[F:27][C:28]1[CH:37]=[CH:36][C:31]([O:32][CH2:33][CH2:34][NH:35][C:14]2[CH:15]=[C:10]([NH:9][C@H:7]([C:1]3[CH:6]=[CH:5][CH:4]=[CH:3][CH:2]=3)[CH3:8])[N:11]=[CH:12][N:13]=2)=[CH:30][CH:29]=1. Procedure: 4-[(1S)-(1-phenylethyl)amino]-6-chloropyrimidine, (Intermediate III, Compound of Example 6), (234 mg, 1.0 mmole) and [2-(4-fluorophenoxy)ethyl]amine (357 mg, 2.3 mmole) were combined in a 2 mL pressure vial which was then securely capped. The vial was heated at 150° C. for 20 hours. After cooling, the solid mass was dissolved in CH2Cl2 (25 mL) and extracted with saturated sodium carbonate (25 mL). The organic layer was dried over sodium sulfate and concentrated under reduced pressure. The residu... Run in C(Cl)Cl (CH2Cl2). Reactants: CC(C)C[Al+]CC(C)C, ClCCl, CCOC(=O)C(=C(c1ccc(F)cc1)c1ccc(F)cc1)c1nnnn1CC, [H-]. Product: CCn1nnnc1C(CO)=C(c1ccc(F)cc1)c1ccc(F)cc1. As a reaction SMILES: [CH2:30]([Al+:31][CH2:32][CH:33]([CH3:34])[CH3:35])[CH:36]([CH3:37])[CH3:38].[Cl:39][CH2:40][Cl:41].[F:1][c:2]1[cH:3][cH:4][c:5]([C:8](=[C:9]([C:10](=[O:11])[O:12][CH2:13][CH3:14])[c:15]2[n:16][n:17][n:18][n:19]2[CH2:20][CH3:21])[c:22]2[cH:23][cH:24][c:25]([F:28])[cH:26][cH:27]2)[cH:6][cH:7]1.[H-:29]>>[F:1][c:2]1[cH:3][cH:4][c:5]([C:8](=[C:9]([CH2:10][OH:11])[c:15]2[n:16][n:17][n:18][n:19]2[CH2:20][CH3:21])[c:22]2[cH:23][cH:24][c:25]([F:28])[cH:26][cH:27]2)[cH:6][cH:7]1. Starting materials: CC(Oc1ccc(OCc2ccccc2)cc1)(C(=O)O)c1ccc(OCCCOc2ccc(Cl)cc2)cc1, CCO, Cl, [K+], [OH-], O. Product: O=C(O)C(Oc1ccc(OCc2ccccc2)cc1)c1ccc(OCCCOc2ccc(Cl)cc2)cc1. Reaction SMILES: [CH3:1][C:2]([C:3](=[O:4])[OH:5])([c:6]1[cH:7][cH:8][c:9]([O:12][CH2:13][CH2:14][CH2:15][O:16][c:17]2[cH:18][cH:19][c:20]([Cl:23])[cH:21][cH:22]2)[cH:10][cH:11]1)[O:24][c:25]1[cH:26][cH:27][c:28]([O:31][CH2:32][c:33]2[cH:34][cH:35][cH:36][cH:37][cH:38]2)[cH:29][cH:30]1.[CH3:43][CH2:44][OH:45].[ClH:42].[K+:40].[OH-:39].[OH2:41]>>[CH:2]([C:3](=[O:4])[OH:5])([c:6]1[cH:7][cH:8][c:9]([O:12][CH2:13][CH2:14][CH2:15][O:16][c:17]2[cH:18][cH:19][c:20]([Cl:23])[cH:21][cH:22]2)[cH:10][cH:11]1)[O:24][c:25]1[cH:26][cH:27][c:28]([O:31][CH2:32][c:33]2[cH:34][cH:35][cH:36][cH:37][cH:38]2)[cH:29][cH:30]1. Starting materials: C[Si](C)(C)Cl (TMSCl), BrCC(=O)OC(C)(C)C (tert-butyl 2-bromoacetate), CC1=C(C=O)C(=CC(=C1)OC1OCCCC1)B1OC(C(O1)(C)C)(C)C (2-methyl-4-(tetrahydro-2H-pyran-2-yloxy)-6-(4,4,5,5-tetramethyl-1,3,2-dioxaborolan-2-yl)benzaldehyde). The reagents and catalysts are [Zn] (zinc). Run in C1CCOC1 (THF), C1CCOC1 (THF). Conditions: temperature 55 celsius, time 15 minute. The product is OB1OC(C2=C1C=C(C=C2C)OC2OCCCC2)CC(=O)OC(C)(C)C (tert-Butyl 2-(1-hydroxy-4-methyl-6-(tetrahydro-2H-pyran-2-yloxy)-1,3-dihydro-benzo[c][1,2]oxaborol-3-yl)acetate). Yield: 70.1%. As a reaction SMILES: C[Si](Cl)(C)C.Br[CH2:7][C:8]([O:10][C:11]([CH3:14])([CH3:13])[CH3:12])=[O:9].[CH3:15][C:16]1[CH:23]=[C:22]([O:24][CH:25]2[CH2:30][CH2:29][CH2:28][CH2:27][O:26]2)[CH:21]=[C:20]([B:31]2[O:35]C(C)(C)[C:33](C)(C)[O:32]2)[C:17]=1C=O>C1COCC1.[Zn]>[OH:35][B:31]1[C:20]2[CH:21]=[C:22]([O:24][CH:25]3[CH2:30][CH2:29][CH2:28][CH2:27][O:26]3)[CH:23]=[C:16]([CH3:15])[C:17]=2[CH:33]([CH2:7][C:8]([O:10][C:11]([CH3:14])([CH3:13])[CH3:12])=[O:9])[O:32]1. Reported procedure: To a suspension of zinc powder (2.81 g, 43.35 mmol) in dry THF was added TMSCl (0.94 g, 8.67 mmol) at 40° C. The mixture was stirred at 55° C. for 15 min. The mixture was allowed to cooled to 30° C. and tert-butyl 2-bromoacetate (6.76 g, 34.68 mmol) was added slowly to the reaction mixture between 37-40° C. After completion of addition, the resulting mixture was stirred at room temperature for an additional 30 min. To a solution of 2-methyl-4-(tetrahydro-2H-pyran-2-yloxy)-6-(4,4,5,5-tetramethyl-...